This data is from the Open Reaction Database (ORD), a public repository of structured organic reaction records. The task is: describe an organic reaction: reactants, conditions, products, and yield Reactants: CCOc1cc2c(c(OCC)c1OCC)COC2=O, CC(=O)O, O, O=[N+]([O-])O. Product: CCOc1c2c(c([N+](=O)[O-])c(OCC)c1OCC)C(=O)OC2. As a reaction SMILES: [CH2:5]([CH3:6])[O:7][c:8]1[c:9]2[c:14]([cH:15][c:16]([O:21][CH2:22][CH3:23])[c:17]1[O:18][CH2:19][CH3:20])[C:12](=[O:13])[O:11][CH2:10]2.[CH3:1][C:2](=[O:3])[OH:4].[OH2:28].[OH:24][N+:25]([O-:26])=[O:27]>>[CH2:5]([CH3:6])[O:7][c:8]1[c:9]2[c:14]([c:15]([N+:25](=[O:24])[O-:26])[c:16]([O:21][CH2:22][CH3:23])[c:17]1[O:18][CH2:19][CH3:20])[C:12](=[O:13])[O:11][CH2:10]2.